Dataset: the Open Reaction Database (ORD), a public repository of structured organic reaction records. Task: describe an organic reaction: reactants, conditions, products, and yield Starting materials: C1(CCC1)N1CCC2=C(CC1)C=C(C=C2)OC2CCNCC2 (3-cyclobutyl-7-(piperidin-4-yloxy)-2,3,4,5-tetrahydro-1H-benzo[d]azepine), CCN(CC)CC1=CC=CC=C1.C=CC1=CC=CC=C1.C=CC1=CC=C(C=C1)C=C (diethylaminomethyl polystyrene), C(N)(=O)Cl.N1CCOCC1 (Morpholine carbamoyl chloride). Solvent: ClCCl (dichloromethane). Conditions: time 16 hour. The product is C1(CCC1)N1CCC2=C(CC1)C=C(C=C2)OC2CCN(CC2)C(=O)N2CCOCC2 (1-{4-(3-Cyclobutyl-2,3,4,5-tetrahydro-1H-benzo[d]azepin-7-yloxy)-piperidin-1-yl]-1-morpholin-4-yl-methanone). RXN SMILES: [CH:1]1([N:5]2[CH2:11][CH2:10][C:9]3[CH:12]=[C:13]([O:16][CH:17]4[CH2:22][CH2:21][NH:20][CH2:19][CH2:18]4)[CH:14]=[CH:15][C:8]=3[CH2:7][CH2:6]2)[CH2:4][CH2:3][CH2:2]1.CCN(CC1C=CC=CC=1)CC.C=CC1C=CC=CC=1.C=CC1C=CC(C=C)=CC=1.[C:53](Cl)(=[O:55])[NH2:54].N1[CH2:62][CH2:61][O:60][CH2:59][CH2:58]1>ClCCl>[CH:1]1([N:5]2[CH2:11][CH2:10][C:9]3[CH:12]=[C:13]([O:16][CH:17]4[CH2:22][CH2:21][N:20]([C:53]([N:54]5[CH2:62][CH2:61][O:60][CH2:59][CH2:58]5)=[O:55])[CH2:19][CH2:18]4)[CH:14]=[CH:15][C:8]=3[CH2:7][CH2:6]2)[CH2:2][CH2:3][CH2:4]1 |f:1.2.3,4.5|. Reported procedure: 3-Cyclobutyl-7-(piperidin-4-yloxy)-2,3,4,5-tetrahydro-1H-benzo[d]azepine (E6) (150 mg, 0.5 mmol) was stirred in dichloromethane (5 ml) with diethylaminomethyl polystyrene (3.2 mmol/g, 625 mg, 2 mmol). Morpholine carbamoyl chloride (70 μL, 0.6 mmol) was added and the mixture stirred at room temperature for 16 hours. The resin was filtered, washed with dichloromethane and the filtrate concentrated in vacuo. The residue was purified by column chromatography eluting with dichloromethane then a mixtu... The reactants are CC1(C)C2CCC1(CS(=O)(=O)O)C(=O)C2, CCO, Cc1ccccc1, O=C(Cc1ccc(F)cc1)N=C=S, Nc1ccc(Oc2cc(NC(=O)N3CCN(CCN4CCC4)CC3)ncn2)c(F)c1. Product: O=C(Cc1ccc(F)cc1)NC(=S)Nc1ccc(Oc2cc(NC(=O)N3CCN(CCN4CCC4)CC3)ncn2)c(F)c1. Reaction SMILES: [C:31]12([CH2:32][S:33]([OH:34])(=[O:35])=[O:36])[C:37]([CH3:38])([CH3:39])[CH:40]([CH2:41][CH2:42]1)[CH2:43][C:44]2=[O:45].[CH3:59][CH2:60][OH:61].[CH3:62][c:63]1[cH:64][cH:65][cH:66][cH:67][cH:68]1.[F:46][c:47]1[cH:48][cH:49][c:50]([CH2:53][C:54](=[O:55])[N:56]=[C:57]=[S:58])[cH:51][cH:52]1.[NH2:1][c:2]1[cH:3][c:4]([F:30])[c:5]([O:6][c:7]2[cH:8][c:9]([NH:13][C:14](=[O:15])[N:16]3[CH2:17][CH2:18][N:19]([CH2:22][CH2:23][N:24]4[CH2:25][CH2:26][CH2:27]4)[CH2:20][CH2:21]3)[n:10][cH:11][n:12]2)[cH:28][cH:29]1>>[NH:1]([c:2]1[cH:3][c:4]([F:30])[c:5]([O:6][c:7]2[cH:8][c:9]([NH:13][C:14](=[O:15])[N:16]3[CH2:17][CH2:18][N:19]([CH2:22][CH2:23][N:24]4[CH2:25][CH2:26][CH2:27]4)[CH2:20][CH2:21]3)[n:10][cH:11][n:12]2)[cH:28][cH:29]1)[C:57]([NH:56][C:54]([CH2:53][c:50]1[cH:49][cH:48][c:47]([F:46])[cH:52][cH:51]1)=[O:55])=[S:58]. Reactants: C(C)(C)(C)OC(=O)N1CCC(CC1)C1=CC(=C(C=C1)NS(=O)(=O)C=1N(C2=CC=CC=C2C1)C)S(=O)(=O)C (4-[3-methanesulfonyl-4-(1-methyl-1H-indole-2-sulfonylamino)-phenyl]-piperidine-1-carboxylic acid tert-butyl ester), Cl.C(C)(=O)OCC (HCl ethyl acetate). Run in CCOCC (ether). Conditions: time 2 hour. Product: Cl.CS(=O)(=O)C1=C(C=CC(=C1)C1CCNCC1)NS(=O)(=O)C=1N(C2=CC=CC=C2C1)C (1-Methyl-1H-indole-2-sulfonic acid(2-methanesulfonyl-4-piperidin-4-yl-phenyl)-amide hydrochloride). Reaction SMILES: C(OC([N:8]1[CH2:13][CH2:12][CH:11]([C:14]2[CH:19]=[CH:18][C:17]([NH:20][S:21]([C:24]3[N:25]([CH3:33])[C:26]4[C:31]([CH:32]=3)=[CH:30][CH:29]=[CH:28][CH:27]=4)(=[O:23])=[O:22])=[C:16]([S:34]([CH3:37])(=[O:36])=[O:35])[CH:15]=2)[CH2:10][CH2:9]1)=O)(C)(C)C.[ClH:38].C(OCC)(=O)C>CCOCC>[ClH:38].[CH3:37][S:34]([C:16]1[CH:15]=[C:14]([CH:11]2[CH2:12][CH2:13][NH:8][CH2:9][CH2:10]2)[CH:19]=[CH:18][C:17]=1[NH:20][S:21]([C:24]1[N:25]([CH3:33])[C:26]2[C:31]([CH:32]=1)=[CH:30][CH:29]=[CH:28][CH:27]=2)(=[O:22])=[O:23])(=[O:36])=[O:35] |f:1.2,4.5|. Procedure: A solution of 4-[3-methanesulfonyl-4-(1-methyl-1H-indole-2-sulfonylamino)-phenyl]-piperidine-1-carboxylic acid tert-butyl ester (0.038 g) was treated with 2.5 N HCl/ethyl acetate (2.5 ml). The reaction mixture was stirred at rt for 2 h, then ether (20 ml) was added. The precipitate was collected, washed with ether and dried under high vacuum over P2O5 to produce the title compound (0.032 g) as an off-white powder. MS (ISN): 446.4 (M−H)− The reactants are C[O-].[Na+] (Sodium methoxide), solution, ClC1=NN(C(N1C1=C(SC=C1)C(=O)OC)=O)C (methyl 3-(3-chloro-4,5-dihydro-1-methyl-5-oxo-1H-1,2,4-triazol-4-yl)-2-thiophenecarboxylate). Solvent: CO (methanol), C(OC)COC.CO (dimethoxyethane methanol). Conditions: temperature 50 celsius, time 8 hour. Product: COC1=NN(C(N1C1=C(SC=C1)C(=O)OC)=O)C (methyl 3-(4,5-dihydro-3-methoxy-1-methyl-5-oxo-1H-1,2,4-triazol-4-yl)-2-thiophenecarboxylate). As a reaction SMILES: [CH3:1][O-:2].[Na+].Cl[C:5]1[N:9]([C:10]2[CH:14]=[CH:13][S:12][C:11]=2[C:15]([O:17][CH3:18])=[O:16])[C:8](=[O:19])[N:7]([CH3:20])[N:6]=1>CO.C(COC)OC.CO>[CH3:1][O:2][C:5]1[N:9]([C:10]2[CH:14]=[CH:13][S:12][C:11]=2[C:15]([O:17][CH3:18])=[O:16])[C:8](=[O:19])[N:7]([CH3:20])[N:6]=1 |f:0.1,4.5|. Reported procedure: Sodium methoxide (16.5 mL of a 30% solution in methanol) was added to a solution of the title compound of Step C (7.9 g) in anhydrous dimethoxyethane/methanol (85 mL/35 mL). The resulting yellow solution was heated to 50° C. for 2 h under N2 and then left to stir overnight at room temperature. The reaction mixture was concentrated under reduced pressure and the residue was dissolved in methylene chloride. The resulting mixture was washed with water and then with saturated aqueous NaCl. The aqueo... Reactants: NC=1C(=C(C(=O)OC)C=C(C1)Cl)C (methyl 3-amino-5-chloro-2-methylbenzoate), CC(C)(C)OC(=O)NC1CCC(=O)CC1 (4-N-Boc-aminocyclohexanone), amine, C(#N)[BH3-].[Na+] (sodium cyanoborohydride). The reagents and catalysts are [Cl-].[Zn+2].[Cl-] (zinc chloride). Solvent: CO (methanol). Run at time 2 hour. Yields the product C(C)(C)(C)OC(=O)N[C@H]1CC[C@H](CC1)NC=1C(=C(C(=O)OC)C=C(C1)Cl)C (methyl 3-(((cis)-4-((tert-butoxycarbonyl)amino)cyclohexyl)amino)-5-chloro-2-methylbenzoate). Isolated yield 29.1%. As a reaction SMILES: [NH2:1][C:2]1[C:3]([CH3:13])=[C:4]([CH:9]=[C:10]([Cl:12])[CH:11]=1)[C:5]([O:7][CH3:8])=[O:6].[CH3:14][C:15]([O:18][C:19]([NH:21][CH:22]1[CH2:28][CH2:27][C:25](=O)[CH2:24][CH2:23]1)=[O:20])([CH3:17])[CH3:16].C([BH3-])#N.[Na+]>CO.[Cl-].[Zn+2].[Cl-]>[C:15]([O:18][C:19]([NH:21][C@@H:22]1[CH2:28][CH2:27][C@H:25]([NH:1][C:2]2[C:3]([CH3:13])=[C:4]([CH:9]=[C:10]([Cl:12])[CH:11]=2)[C:5]([O:7][CH3:8])=[O:6])[CH2:24][CH2:23]1)=[O:20])([CH3:17])([CH3:14])[CH3:16] |f:2.3,5.6.7|. Reported procedure: To a stirred solution of methyl 3-amino-5-chloro-2-methylbenzoate (500 mg, 2.505 mmol) and 4-N-Boc-aminocyclohexanone (2.0 g, 9.38 mmol) in methanol (20 mL) was added zinc chloride (1.0 g, 7.34 mmol). The reaction was stirred for 2 h at room temperature, then sodium cyanoborohydride (700 mg, 11.14 mmol) was added portionwise over 2 h. The reaction was then heated to 40° C. and stirred for 24 h. LCMS showed that the reaction was mostly complete (11% starting amine remained with two product peaks ... Starting materials: C(C)(C)(C)OC(NC1=C(C=CC(=C1)C(C)(C)C)C)=O ((5-tert-Butyl-2-methyl-phenyl)-carbamic acid tert-butyl ester), C(C)(C)(C)[Li] (tert-butyllithium), CN(C)C=O (DMF). Run in C1CCOC1 (THF). Product: C(C)(C)(C)OC(=O)N1C=CC2=CC=C(C=C12)C(C)(C)C (6-tert-Butyl-indole-1-carboxylic acid tert-butyl ester). Reaction SMILES: [C:1]([O:5][C:6](=[O:19])[NH:7][C:8]1[CH:13]=[C:12]([C:14]([CH3:17])([CH3:16])[CH3:15])[CH:11]=[CH:10][C:9]=1[CH3:18])([CH3:4])([CH3:3])[CH3:2].[C:20]([Li])(C)(C)C.CN(C=O)C>C1COCC1>[C:1]([O:5][C:6]([N:7]1[C:8]2[C:9](=[CH:10][CH:11]=[C:12]([C:14]([CH3:17])([CH3:16])[CH3:15])[CH:13]=2)[CH:18]=[CH:20]1)=[O:19])([CH3:4])([CH3:3])[CH3:2]. Reported procedure: (5-tert-Butyl-2-methyl-phenyl)-carbamic acid tert-butyl ester (prepared in Example CC; 19.7 g, 75 mmol) in 100 mL of THF was cooled to −40° C. To it was added tert-butyllithium (1.5 M, 100 mL, 150 mmol), dropwise with stirring, at −45° C. to −35° C. After the addition was complete, the reaction was stirred at −35° C. for another 15 minutes. DMF (10.97 g, 150 mmol) was added dropwise, and the reaction mixture was stirred at −35° C. for 30 minutes, followed by slow warming to room temperature. The... The reactants are NCC=1C=C(C=CC1)CC(C)NC1=NC=CC(=N1)N1CCCN2C1=NC(=CC2=O)C2=CC=CC=C2 (9-{2-[2-(3-Aminomethyl-phenyl) -1-methyl-ethylamino]-pyrimidin-4-yl}-2-phenyl-6,7,8,9-tetrahydro -pyrimido[1,2-a]pyrimidin-4-one), CC(=O)C (acetone), [BH4-].[Na+] (sodium borohydride). Conditions: time 10 minute. Yields the product C(C)(C)NCC=1C=C(C=CC1)CC(C)NC1=NC=CC(=N1)N1CCCN2C1=NC(=CC2=O)C2=CC=CC=C2 (9-(2-{2-[3-(Isopropylamino-methyl)-phenyl]-1-methyl -ethylamino}-pyrimidin-4-yl) -2-phenyl -6,7,8,9-tetrahydro-pyrimido[1,2-a]pyrimidin-4-one). RXN SMILES: [NH2:1][CH2:2][C:3]1[CH:4]=[C:5]([CH2:9][CH:10]([NH:12][C:13]2[N:18]=[C:17]([N:19]3[C:24]4=[N:25][C:26]([C:30]5[CH:35]=[CH:34][CH:33]=[CH:32][CH:31]=5)=[CH:27][C:28](=[O:29])[N:23]4[CH2:22][CH2:21][CH2:20]3)[CH:16]=[CH:15][N:14]=2)[CH3:11])[CH:6]=[CH:7][CH:8]=1.[CH3:36][C:37]([CH3:39])=O.[BH4-].[Na+]>>[CH:37]([NH:1][CH2:2][C:3]1[CH:4]=[C:5]([CH2:9][CH:10]([NH:12][C:13]2[N:18]=[C:17]([N:19]3[C:24]4=[N:25][C:26]([C:30]5[CH:31]=[CH:32][CH:33]=[CH:34][CH:35]=5)=[CH:27][C:28](=[O:29])[N:23]4[CH2:22][CH2:21][CH2:20]3)[CH:16]=[CH:15][N:14]=2)[CH3:11])[CH:6]=[CH:7][CH:8]=1)([CH3:39])[CH3:36] |f:2.3|. Reported procedure: A solution of 9-{2-[2-(3-Aminomethyl-phenyl) -1-methyl-ethylamino]-pyrimidin-4-yl}-2-phenyl-6,7,8,9-tetrahydro -pyrimido[1,2-a]pyrimidin-4-one (79 mg, 0.17 mmol) and acetone (0.015 mL, 0.21 mmol) was stirred for 10 min prior to adding sodium borohydride (108 mg, 3.4 mmol). After 10 min, solvent removed under vacuum and residue partitioned between dichloromethane (10 mL) and saturated sodium chloride. Product isolated as a white solid after purification on silica. M+1=509.